From a dataset of the Open Reaction Database (ORD), a public repository of structured organic reaction records. describe an organic reaction: reactants, conditions, products, and yield Starting materials: O=C1OC(=C(C2=CC=CC=C12)C1=CC=CC=C1)C(C)NC(OC(C)(C)C)=O (tert-butyl 1-(1-oxo-4-phenyl-1H-isochromen-3-yl)ethylcarbamate), O=C1OC(=C(C2=CC=CC=C12)C1=CC=CC=C1)C(C)NC(OC(C)(C)C)=O (tert-butyl 1-(1-oxo-4-phenyl-1H-isochromen-3-yl)ethylcarbamate), Cl (HCl), O1CCOCC1 (dioxane). Run in C(Cl)Cl (DCM). Reaction conditions: time 4 hour. Yields the product Cl.NC(C)C=1OC(C2=CC=CC=C2C1C1=CC=CC=C1)=O (3-(1-aminoethyl)-4-phenyl-1H-isochromen-1-one hydrochloride). As a reaction SMILES: [O:1]=[C:2]1[C:11]2[C:6](=[CH:7][CH:8]=[CH:9][CH:10]=2)[C:5]([C:12]2[CH:17]=[CH:16][CH:15]=[CH:14][CH:13]=2)=[C:4]([CH:18]([NH:20]C(=O)OC(C)(C)C)[CH3:19])[O:3]1.[ClH:28].O1CCOCC1>C(Cl)Cl>[ClH:28].[NH2:20][CH:18]([C:4]1[O:3][C:2](=[O:1])[C:11]2[C:6]([C:5]=1[C:12]1[CH:17]=[CH:16][CH:15]=[CH:14][CH:13]=1)=[CH:7][CH:8]=[CH:9][CH:10]=2)[CH3:19] |f:4.5|. Procedure details: tert-butyl 1-(1-oxo-4-phenyl-1H-isochromen-3-yl)ethylcarbamate (Intermediate E1, 112 mg, 0.306 mmol) was dissolved in DCM (3 ml), then a solution of 4M HCl in dioxane (3 ml, 12.00 mmol) was added and the mixture stirred rt for 4 h. The reaction was quenched by the addition of Et2O (50 mL) and the mixture dried under reduced pressure to afford the title compound. Starting materials: BrC1=C(C=CC(=C1)F)COCOC (2-Bromo-4-fluoro-1-(methoxymethoxymethyl)benzene), FC=1C=CC2=C(COB2O)C1 (1,3-Dihydro-5-fluoro-1-hydroxy-2,1-benzoxaborole). The product is FC1=CC2=C(COB2O)C=C1 (1,3-Dihydro-6-fluoro-1-hydroxy-2,1-benzoxaborole). RXN SMILES: Br[C:2]1[CH:7]=[C:6]([F:8])[CH:5]=[CH:4][C:3]=1[CH2:9][O:10]COC.FC1C=CC2[B:22](O)[O:21]CC=2C=1>>[F:8][C:6]1[CH:5]=[CH:4][C:3]2[CH2:9][O:10][B:22]([OH:21])[C:2]=2[CH:7]=1. Procedure: This compound was made from 18m in the same manner as compound 19b: 1H NMR (300 MHz, DMSO-d6) δ (ppm) 4.95 (s, 2H), 7.29 (td, J=9.0, 2.7 Hz, 1H), 7.41-7.46 (m, 2H), 9.29 (s, 1H); ESI-MS m/z 151 (M−H)−; HPLC purity 100%; Anal (C7H6BFO2) C, H.